This data is from the Open Reaction Database (ORD), a public repository of structured organic reaction records. The task is: describe an organic reaction: reactants, conditions, products, and yield Reactants: CN1C(=O)c2cncnc2Nc2ccccc21, O=C(Cl)CCl, C1COCCO1, c1ccncc1. The product is CN1C(=O)c2cncnc2N(C(=O)CCl)c2ccccc21. RXN SMILES: [CH3:6][N:7]1[C:8](=[O:22])[c:9]2[c:10]([n:18][cH:19][n:20][cH:21]2)[NH:11][c:12]2[c:13]1[cH:14][cH:15][cH:16][cH:17]2.[Cl:1][CH2:2][C:3](=[O:4])[Cl:5].[O:23]1[CH2:24][CH2:25][O:26][CH2:27][CH2:28]1.[cH:29]1[cH:30][cH:31][n:32][cH:33][cH:34]1>>[Cl:1][CH2:2][C:3](=[O:4])[N:11]1[c:10]2[c:9]([cH:21][n:20][cH:19][n:18]2)[C:8](=[O:22])[N:7]([CH3:6])[c:13]2[c:12]1[cH:17][cH:16][cH:15][cH:14]2. Reactants: ClC1=NC=CC(=C1NC(=O)C=1C(=NC=CC1)NC1CC1)C (N-(2-chloro-4-methyl-3-pyridyl)-2-(cyclopropylamino)-3-pyridine carboxamide), [H-].[Na+] (sodium hydride). Yields the product CC=1C=CN=C2C1NC(=O)C=3C=CC=NC3N2C4CC4 (nevirapine). Reaction SMILES: Cl[C:2]1[C:7]([NH:8][C:9]([C:11]2[C:12]([NH:17][CH:18]3[CH2:20][CH2:19]3)=[N:13][CH:14]=[CH:15][CH:16]=2)=[O:10])=[C:6]([CH3:21])[CH:5]=[CH:4][N:3]=1.[H-].[Na+]>>[CH3:21][C:6]1[CH:5]=[CH:4][N:3]=[C:2]2[N:17]([CH:18]3[CH2:20][CH2:19]3)[C:12]3[N:13]=[CH:14][CH:15]=[CH:16][C:11]=3[C:9](=[O:10])[NH:8][C:7]=12 |f:1.2|. Procedure details: 3-Amino-2-chloro-4-methylpyridine of Formula A is condensed with 2-chloronicotinoyl chloride of Formula B to give 2-chloro-N-(2-chloro-4-methyl-3-pyridinyl)-3-pyridine carboxamide of Formula II, which is then reacted with cyclopropylamine to give N-(2-chloro-4-methyl-3-pyridyl)-2 -cyclopropylamino) -3-pyridine carboxamide of Formula III. Then N-(2-chloro-4-methyl-3-pyridyl)-2-(cyclopropylamino)-3-pyridine carboxamide was cyclized in the presence of sodium hydride to give nevirapine of Formula I.... Reactants: CCO[Si](C)(C)CCl, NC1CCCCC1. Product: CCO[Si](C)(C)CNC1CCCCC1. Reaction SMILES: [Cl:8][CH2:9][Si:10]([CH3:11])([CH3:12])[O:13][CH2:14][CH3:15].[NH2:1][CH:2]1[CH2:3][CH2:4][CH2:5][CH2:6][CH2:7]1>>[NH:1]([CH:2]1[CH2:3][CH2:4][CH2:5][CH2:6][CH2:7]1)[CH2:9][Si:10]([CH3:11])([CH3:12])[O:13][CH2:14][CH3:15]. The reactants are O=C1N[C@@H]2[C@@H](C=3C=CC=C(C13)C(F)(F)F)CN(C2)C(=O)OC(C)(C)C ((3aR,9bS)-tert-butyl 5-oxo-6-(trifluoromethyl)-3,3a,4,5-tetrahydro-1H-pyrrolo[3,4-c]isoquinoline-2(9bH)-carboxylate), [H-].[Na+] (sodium hydride), BrCC(=O)OC (methyl bromoacetate). The solvent is C1CCOC1 (THF), C1CCOC1 (THF). Reaction conditions: time 30 minute. Yields the product COC(CN1C(C=2C(=CC=CC2[C@@H]2[C@@H]1CN(C2)C(=O)OC(C)(C)C)C(F)(F)F)=O)=O ((3aR,9bS)-tert-Butyl 4-(2-methoxy-2-oxoethyl)-5-oxo-6-(trifluoromethyl)-3,3a,4,5-tetrahydro-1H-pyrrolo[3,4-c]isoquinoline-2(9bH)-carboxylate). Isolated yield 99.0%. RXN SMILES: [H-].[Na+].[O:3]=[C:4]1[C:13]2[C:12]([C:14]([F:17])([F:16])[F:15])=[CH:11][CH:10]=[CH:9][C:8]=2[C@H:7]2[CH2:18][N:19]([C:21]([O:23][C:24]([CH3:27])([CH3:26])[CH3:25])=[O:22])[CH2:20][C@@H:6]2[NH:5]1.Br[CH2:29][C:30]([O:32][CH3:33])=[O:31]>C1COCC1>[CH3:33][O:32][C:30](=[O:31])[CH2:29][N:5]1[C@H:6]2[CH2:20][N:19]([C:21]([O:23][C:24]([CH3:27])([CH3:26])[CH3:25])=[O:22])[CH2:18][C@@H:7]2[C:8]2[CH:9]=[CH:10][CH:11]=[C:12]([C:14]([F:16])([F:17])[F:15])[C:13]=2[C:4]1=[O:3] |f:0.1|. Reported procedure: To a suspension of sodium hydride (17 mg of 60% dispersion in mineral oil, hexane-washed, 0.42 mmol) in 2 mL of THF was added (3aR,9bS)-tert-butyl 5-oxo-6-(trifluoromethyl)-3,3a,4,5-tetrahydro-1H-pyrrolo[3,4-c]isoquinoline-2(9bH)-carboxylate from Example 13, Part A (101 mg, 0.28 mmol) in 2 mL of THF. The resulting mixture was stirred at ambient temperature for 30 min, at which time gas evolution has ceased. Then there was added methyl bromoacetate (0.053 mL, 0.56 mmol) and the resulting mixture ... Reactants: CC(=O)O, FC(F)(F)c1cccc(COC2CCC3(CC2)OCCO3)c1, O. Product: O=C1CCC(OCc2cccc(C(F)(F)F)c2)CC1. Reaction SMILES: [CH3:24][C:25](=[O:26])[OH:27].[F:1][C:2]([c:3]1[cH:4][c:5]([CH2:9][O:10][CH:11]2[CH2:12][CH2:13][C:14]3([O:15][CH2:18][CH2:17][O:16]3)[CH2:19][CH2:20]2)[cH:6][cH:7][cH:8]1)([F:21])[F:22].[OH2:23]>>[F:1][C:2]([c:3]1[cH:4][c:5]([CH2:9][O:10][CH:11]2[CH2:12][CH2:13][C:14](=[O:15])[CH2:19][CH2:20]2)[cH:6][cH:7][cH:8]1)([F:21])[F:22]. Run at temperature 60 celsius, time 6 hour. Yields the product FC(CCCCO)(C(C(C(F)(F)F)(F)F)(F)F)F (5,5,6,6,7,7,8,8,8-nonafluorooctan-1-ol). Reactants: [OH-].[K+] (potassium hydroxide), FC(CCC(C(=O)OCC)C(=O)OCC)(C(C(C(F)(F)F)(F)F)(F)F)F (diethyl 2-(3,3,4,4,5,5,6,6,6-nonafluorohexyl)malonate), B.CSC (Borane methyl sulfide), Cl (hydrochloric acid). The yield is 67.4%. RXN SMILES: [OH-].[K+].[F:3][C:4]([F:28])([C:18]([F:27])([F:26])[C:19]([F:25])([F:24])[C:20]([F:23])([F:22])[F:21])[CH2:5][CH2:6][CH:7](C(OCC)=O)[C:8](OCC)=[O:9].Cl.B.CSC>O.C(O)C.CO>[F:3][C:4]([F:28])([C:18]([F:26])([F:27])[C:19]([F:24])([F:25])[C:20]([F:21])([F:22])[F:23])[CH2:5][CH2:6][CH2:7][CH2:8][OH:9] |f:0.1,4.5|. The solvent is O (water), C(C)O (ethanol), O (water), CO (methanol). Procedure details: A solution of potassium hydroxide (53.59 g, 955.09 mmol) in water (200 ml) was added to a solution of diethyl 2-(3,3,4,4,5,5,6,6,6-nonafluorohexyl)malonate (19.4 g, 47.75 mmol) in ethanol (400 ml), followed by stirring for 6 hours at 60° C. After the reaction was completed, the reaction mixture was adjusted to pH 5 at room temperature by slowly adding 1N hydrochloric acid dropwise, and then extracted twice with ethyl acetate. The combined organic layers were washed with saturated aqueous sodium ... Starting materials: CCI, CN(C)C=O, CC(=O)Nc1cccc(-c2ccc(Cl)nn2)c1, [H-], [Na+], O. Product: CCN(C(C)=O)c1cccc(-c2ccc(Cl)nn2)c1. Reaction SMILES: [CH2:25]([CH3:26])[I:27].[CH3:20][N:21]([CH3:22])[CH:23]=[O:24].[Cl:1][c:2]1[cH:3][cH:4][c:5](-[c:8]2[cH:9][c:10]([NH:14][C:15]([CH3:16])=[O:17])[cH:11][cH:12][cH:13]2)[n:6][n:7]1.[H-:18].[Na+:19].[OH2:28]>>[Cl:1][c:2]1[cH:3][cH:4][c:5](-[c:8]2[cH:9][c:10]([N:14]([C:15]([CH3:16])=[O:17])[CH2:25][CH3:26])[cH:11][cH:12][cH:13]2)[n:6][n:7]1. Reported procedure: 1-Ethyl-3-(4-(4-morpholino-5,6,7,8-tetrahydropyrido[3,4-d]pyrimidin-2-yl)phenyl)urea (0.0507 g, 0.132 mmol) and 2,5-dichloropyrazine (0.0320 g, 0.215 mmol) were combined then added dry N,N-Dimethylformamide (0.910 mL, 11.8 mmol) followed by N,N-Diisopropylethylamine (0.0456 mL, 0.262 mmol). The reaction was microwaved on 200 watts, 120° C. for 30 minutes on a CEM microwave. The reaction mixture was purified by HPLC. 1H NMR (500 MHz, DMSO) δ 8.67 (s, 1H), 8.30 (d, J=2.5, 1H), 8.21 (d, J=8.7, 2H),... Reaction SMILES: [CH2:1]([NH:3][C:4]([NH:6][C:7]1[CH:12]=[CH:11][C:10]([C:13]2[N:14]=[C:15]([N:23]3[CH2:28][CH2:27][O:26][CH2:25][CH2:24]3)[C:16]3[CH2:22][CH2:21][NH:20][CH2:19][C:17]=3[N:18]=2)=[CH:9][CH:8]=1)=[O:5])[CH3:2].[Cl:29][C:30]1[CH:35]=[N:34][C:33](Cl)=[CH:32][N:31]=1.CN(C)C=O.C(N(CC)C(C)C)(C)C>>[Cl:29][C:30]1[N:31]=[CH:32][C:33]([N:20]2[CH2:21][CH2:22][C:16]3[C:15]([N:23]4[CH2:24][CH2:25][O:26][CH2:27][CH2:28]4)=[N:14][C:13]([C:10]4[CH:9]=[CH:8][C:7]([NH:6][C:4]([NH:3][CH2:1][CH3:2])=[O:5])=[CH:12][CH:11]=4)=[N:18][C:17]=3[CH2:19]2)=[N:34][CH:35]=1. Yields the product ClC=1N=CC(=NC1)N1CC=2N=C(N=C(C2CC1)N1CCOCC1)C1=CC=C(C=C1)NC(=O)NCC (1-(4-(7-(5-chloropyrazin-2-yl)-4-morpholino-5,6,7,8-tetrahydropyrido[3,4-d]pyrimidin-2-yl)phenyl)-3-ethylurea). The reactants are C(C)NC(=O)NC1=CC=C(C=C1)C=1N=C(C2=C(N1)CNCC2)N2CCOCC2 (1-Ethyl-3-(4-(4-morpholino-5,6,7,8-tetrahydropyrido[3,4-d]pyrimidin-2-yl)phenyl)urea), ClC1=NC=C(N=C1)Cl (2,5-dichloropyrazine), CN(C=O)C (N,N-Dimethylformamide), C(C)(C)N(C(C)C)CC (N,N-Diisopropylethylamine). The reactants are CC=1NC(=C(CC1C(=O)OCC)C(=O)OCC)C (diethyl 1,4-dihydro-2,6-dimethyl-3,5-pyridinedicarboxylate), N1[C@H](C(=O)O)CCC1 (Proline), C(#N)C=1C=C(C=O)C=CC1 (3-cyanobenzaldehyde), CC1(OC(=O)CC(=O)O1)C (Meldrum's acid). Solvent: C(C)O (ethanol). Run at time 45 minute. The product is CC1(OC(C(C(O1)=O)CC=1C=C(C#N)C=CC1)=O)C (3-((2,2-Dimethyl-4,6-dioxo-1,3-dioxan-5-yl)methyl)benzonitrile). Reaction SMILES: N1CCC[C@H]1C(O)=O.[C:9]([C:11]1[CH:12]=[C:13]([CH:16]=[CH:17][CH:18]=1)[CH:14]=O)#[N:10].[CH3:19][C:20]1([CH3:28])[O:27][C:25](=[O:26])[CH2:24][C:22](=[O:23])[O:21]1.CC1NC(C)=C(C(OCC)=O)CC=1C(OCC)=O>C(O)C>[CH3:19][C:20]1([CH3:28])[O:27][C:25](=[O:26])[CH:24]([CH2:14][C:13]2[CH:12]=[C:11]([CH:18]=[CH:17][CH:16]=2)[C:9]#[N:10])[C:22](=[O:23])[O:21]1. Reported procedure: Proline (0.459 g, 3.95 mmol) was added to a mixture of 3-cyanobenzaldehyde (2.59 g, 19.7 mmol) and Meldrum's acid (2.84 g, 19.7 mmol) in ethanol (200 mL). The mixture was stirred at room temperature for 45 minutes and then diethyl 1,4-dihydro-2,6-dimethyl-3,5-pyridinedicarboxylate (5 g, 20 mmol) was added. The mixture was stirred for an additional hour at room temperature before being concentrated to dryness. The residue was triturated with isopropanol and filtered to provide the title compound ...